This data is from the Open Reaction Database (ORD), a public repository of structured organic reaction records. The task is: describe an organic reaction: reactants, conditions, products, and yield The reactants are O=C(OCc1ccccc1)c1ccc(OCc2ccccc2)cc1OCc1ccccc1, CO, Cl, [Na+], [OH-]. Yields the product O=C(O)c1ccc(OCc2ccccc2)cc1OCc1ccccc1. RXN SMILES: [CH2:3]([c:4]1[cH:5][cH:6][cH:7][cH:8][cH:9]1)[O:10][C:11]([c:12]1[c:13]([O:26][CH2:27][c:28]2[cH:29][cH:30][cH:31][cH:32][cH:33]2)[cH:14][c:15]([O:18][CH2:19][c:20]2[cH:21][cH:22][cH:23][cH:24][cH:25]2)[cH:16][cH:17]1)=[O:34].[CH3:36][OH:37].[ClH:35].[Na+:2].[OH-:1]>>[O:10]=[C:11]([c:12]1[c:13]([O:26][CH2:27][c:28]2[cH:29][cH:30][cH:31][cH:32][cH:33]2)[cH:14][c:15]([O:18][CH2:19][c:20]2[cH:21][cH:22][cH:23][cH:24][cH:25]2)[cH:16][cH:17]1)[OH:34]. The reactants are C(#N)C1(CC1)NC(=O)C1CC(CC1)S(=O)(=O)C1=C(C=C(C=C1)F)Cl (Rac-(1S,3S)-3-(2-chloro-4-fluoro-benzenesulfonyl)-cyclopentanecarboxylic acid (1-cyano-cyclopropyl)-amide), C1OCC12CNC2 (2-oxa-6-aza-spiro[3.3]heptane), C(C(=O)O)(=O)O (oxalic acid). The product is C(#N)C1(CC1)NC(=O)[C@H]1C[C@@H](CC1)S(=O)(=O)C1=C(C=C(C=C1)N1CC2(COC2)C1)Cl ((1R,3R)-3-[2-chloro-4-(2-oxa-6-aza-spiro[3.3]hept-6-yl)-benzenesulfonyl]-cyclopentanecarboxylic acid (1-cyano-cyclopropyl)-amide). Reaction SMILES: [C:1]([C:3]1([NH:6][C:7]([CH:9]2[CH2:13][CH2:12][CH:11]([S:14]([C:17]3[CH:22]=[CH:21][C:20](F)=[CH:19][C:18]=3[Cl:24])(=[O:16])=[O:15])[CH2:10]2)=[O:8])[CH2:5][CH2:4]1)#[N:2].[CH2:25]1[C:28]2([CH2:31][NH:30][CH2:29]2)[CH2:27][O:26]1.C(O)(=O)C(O)=O>>[C:1]([C:3]1([NH:6][C:7]([C@@H:9]2[CH2:13][CH2:12][C@@H:11]([S:14]([C:17]3[CH:22]=[CH:21][C:20]([N:30]4[CH2:31][C:28]5([CH2:25][O:26][CH2:27]5)[CH2:29]4)=[CH:19][C:18]=3[Cl:24])(=[O:16])=[O:15])[CH2:10]2)=[O:8])[CH2:5][CH2:4]1)#[N:2]. Procedure details: The title compound was synthesized in analogy to Example 80, from Rac-(1S,3S)-3-(2-chloro-4-fluoro-benzenesulfonyl)-cyclopentanecarboxylic acid (1-cyano-cyclopropyl)-amide and 2-oxa-6-aza-spiro[3.3]heptane as oxalic acid salt (CAS [1045709-32-7]; Angew. Chem. Int. Ed. 2008, 47, 4512-4515) to afford the desired product as a light yellow oil. MS (EI): 450.2 (M+H)+. Starting materials: C1(=CC=CC=C1)P(C1=CC=CC=C1)C1=CC=CC=C1 (Triphenylphosphine), BrCCC1=C(C=NC2=CC=C(C=C12)OC)Cl (4-(2-bromo-ethyl)-3-chloro-6-methoxy-quinoline). Solvent: CC=1C=CC(=CC1)C (p-xylene). Yields the product [Br-].ClC=1C=NC2=CC=C(C=C2C1CC[P+](C1=CC=CC=C1)(C1=CC=CC=C1)C1=CC=CC=C1)OC ([2-(3-chloro-6-methoxy-quinolin-4-yl)-ethyl]-triphenyl-phosphonium bromide). The yield is 91.6%. Reaction SMILES: [C:1]1([P:7]([C:14]2[CH:19]=[CH:18][CH:17]=[CH:16][CH:15]=2)[C:8]2[CH:13]=[CH:12][CH:11]=[CH:10][CH:9]=2)[CH:6]=[CH:5][CH:4]=[CH:3][CH:2]=1.[Br:20][CH2:21][CH2:22][C:23]1[C:32]2[C:27](=[CH:28][CH:29]=[C:30]([O:33][CH3:34])[CH:31]=2)[N:26]=[CH:25][C:24]=1[Cl:35]>CC1C=CC(C)=CC=1>[Br-:20].[Cl:35][C:24]1[CH:25]=[N:26][C:27]2[C:32]([C:23]=1[CH2:22][CH2:21][P+:7]([C:1]1[CH:2]=[CH:3][CH:4]=[CH:5][CH:6]=1)([C:8]1[CH:13]=[CH:12][CH:11]=[CH:10][CH:9]=1)[C:14]1[CH:15]=[CH:16][CH:17]=[CH:18][CH:19]=1)=[CH:31][C:30]([O:33][CH3:34])=[CH:29][CH:28]=2 |f:3.4|. Reported procedure: Triphenylphosphine (27.7 g, 106.0 mmol, 3.0 eq) is added at room temperature to a stirred solution of 4-(2-bromo-ethyl)-3-chloro-6-methoxy-quinoline (10.6 g, 35.3 mmol, 1.0 eq) in p-xylene (200 mL) and the reaction mixture is heated under reflux for 20 hours. The resulting precipitate is collected by filtration and washed with ethyl acetate (50 mL) to afford [2-(3-chloro-6-methoxy-quinolin-4-yl)-ethyl]-triphenyl-phosphonium bromide as a light yellow solid (18.2 g, 92% yield). Product: C(C1=CC=CC=C1)[C@H]1N=C2C=3NC(=NC3N=C(N2C1)C1=NN=NN1)C1CCCC1 ((R)-8-Benzyl-2-cyclopentyl-7,8-dihydro-5-(1H-tetrazol-5-yl)-1H-imidazo[2,1-i]purine). Reactants: O (water), [N-]=[N+]=[N-].[Na+] (sodium azide), [Cl-].[NH4+] (ammonium chloride), C(C1=CC=CC=C1)[C@H]1N=C2C=3NC(=NC3N=C(N2C1)C#N)C1CCCC1 ((R)-8-Benzyl-5-cyano-2-cyclopentyl-7,8-dihydro-1H-imidazo[2,1-i]purine). Reaction SMILES: [CH2:1]([C@@H:8]1[CH2:19][N:18]2[C:10]([C:11]3[NH:12][C:13]([CH:22]4[CH2:26][CH2:25][CH2:24][CH2:23]4)=[N:14][C:15]=3[N:16]=[C:17]2[C:20]#[N:21])=[N:9]1)[C:2]1[CH:7]=[CH:6][CH:5]=[CH:4][CH:3]=1.[N-:27]=[N+:28]=[N-:29].[Na+].[Cl-].[NH4+].O>CN1CCCC1=O>[CH2:1]([C@@H:8]1[CH2:19][N:18]2[C:10]([C:11]3[NH:12][C:13]([CH:22]4[CH2:26][CH2:25][CH2:24][CH2:23]4)=[N:14][C:15]=3[N:16]=[C:17]2[C:20]2[NH:29][N:28]=[N:27][N:21]=2)=[N:9]1)[C:2]1[CH:7]=[CH:6][CH:5]=[CH:4][CH:3]=1 |f:1.2,3.4|. Isolated yield 82.6%. Reaction conditions: temperature 120 celsius, time 2 hour. Solvent: CN1C(CCC1)=O (1-methyl-2-pyrrolidinone). Reported procedure: Compound 75 (69 mg, 0.200 mmol) obtained in Example 75 was dissolved in 1-methyl-2-pyrrolidinone (1 mL), to the solution were added sodium azide (52 mg, 0.800 mmol, 4.0 equivalents) and ammonium chloride (42 mg, 0.800 mmol, 4.0 equivalents), and the mixture was stirred at 120° C. for 2 hours. To the reaction mixture was added water, and the deposited crystals were collected by filtration to obtain the title compound (64 mg, 83%) as a white solid.